From a dataset of the Open Reaction Database (ORD), a public repository of structured organic reaction records. describe an organic reaction: reactants, conditions, products, and yield Reactants: CC(=O)O[BH-](OC(C)=O)OC(C)=O, CC(=O)O, CCOC(C)=O, NCc1cccc(Cl)c1, ClCCl, [Na+], O=C1Nc2cc(CCO)ccc2C2CCCC12. Yields the product O=C1Nc2cc(CCNCc3cccc(Cl)c3)ccc2C2CCCC12. As a reaction SMILES: [C:27]([O:28][BH-:29]([O:30][C:31](=[O:32])[CH3:33])[O:34][C:35](=[O:36])[CH3:37])(=[O:38])[CH3:39].[CH3:41][C:42](=[O:43])[OH:44].[CH3:48][CH2:49][O:50][C:51](=[O:52])[CH3:53].[Cl:18][c:19]1[cH:20][c:21]([CH2:22][NH2:23])[cH:24][cH:25][cH:26]1.[Cl:45][CH2:46][Cl:47].[Na+:40].[OH:1][CH2:2][CH2:3][c:4]1[cH:5][cH:6][c:7]2[c:12]([cH:13]1)[NH:11][C:10](=[O:14])[CH:9]1[CH:8]2[CH2:17][CH2:16][CH2:15]1>>[CH2:2]([CH2:3][c:4]1[cH:5][cH:6][c:7]2[c:12]([cH:13]1)[NH:11][C:10](=[O:14])[CH:9]1[CH:8]2[CH2:17][CH2:16][CH2:15]1)[NH:23][CH2:22][c:21]1[cH:20][c:19]([Cl:18])[cH:26][cH:25][cH:24]1. Procedure details: 1,1′-(Azodicarbonyl)dipiperidine (1.06 g, 4.2 mmol) in methylene chloride (15 ml) was added dropwise to a solution of 4-(4-chloro-2-fluoroanilino)-7-hydroxy-6-methoxyquinazoline (448 mg, 1.4 mmol), (prepared as described for the starting material in Example 24), tributylphosphine (848 mg, 4.2 mmol) and 4-(3-hydroxypropyl)pyridine (322 mg, 2.4 mmol) in methylene chloride (15 ml) and the mixture stirred for 3 hours at ambient remperature. Acetic acid (126 mg, 2.1 mmol) was added and the solvent wa... The reactants are OCCCC1=CC=NC=C1 (4-(3-hydroxypropyl)pyridine), C(C)(=O)O (Acetic acid), N(=NC(=O)N1CCCCC1)C(=O)N1CCCCC1 (1,1′-(Azodicarbonyl)dipiperidine), ClC1=CC(=C(NC2=NC=NC3=CC(=C(C=C23)OC)O)C=C1)F (4-(4-chloro-2-fluoroanilino)-7-hydroxy-6-methoxyquinazoline), C(CCC)P(CCCC)CCCC (tributylphosphine). The yield is 156.3%. Run in C(Cl)Cl (methylene chloride), C(Cl)Cl (methylene chloride). Reaction conditions: time 3 hour. The product is Cl.ClC1=CC(=C(NC2=NC=NC3=CC(=C(C=C23)OC)OCCCC2=CC=NC=C2)C=C1)F (4-(4-chloro-2-fluoroanilino)-6-methoxy-7-(3-(4-pyridyl)propoxy)quinazoline hydrochloride). As a reaction SMILES: N(C(N1CCCCC1)=O)=NC(N1CCCCC1)=O.[Cl:19][C:20]1[CH:39]=[CH:38][C:23]([NH:24][C:25]2[C:34]3[C:29](=[CH:30][C:31]([OH:37])=[C:32]([O:35][CH3:36])[CH:33]=3)[N:28]=[CH:27][N:26]=2)=[C:22]([F:40])[CH:21]=1.C(P(CCCC)CCCC)CCC.O[CH2:55][CH2:56][CH2:57][C:58]1[CH:63]=[CH:62][N:61]=[CH:60][CH:59]=1.C(O)(=O)C>C(Cl)Cl>[ClH:19].[Cl:19][C:20]1[CH:39]=[CH:38][C:23]([NH:24][C:25]2[C:34]3[C:29](=[CH:30][C:31]([O:37][CH2:55][CH2:56][CH2:57][C:58]4[CH:63]=[CH:62][N:61]=[CH:60][CH:59]=4)=[C:32]([O:35][CH3:36])[CH:33]=3)[N:28]=[CH:27][N:26]=2)=[C:22]([F:40])[CH:21]=1 |f:6.7|. The reactants are COC=1C=C(CCN)C=CC1 (3-methoxyphenethylamine), C(=O)OCC (ethyl formate). Solvent: C1(=CC=CC=C1)C (toluene). Product: C(=O)NCCC1=CC(=CC=C1)OC (N-formyl-3-methoxy-phenethylamine). The yield is 99.9%. Reaction SMILES: [CH3:1][O:2][C:3]1[CH:4]=[C:5]([CH:9]=[CH:10][CH:11]=1)[CH2:6][CH2:7][NH2:8].[CH:12](OCC)=[O:13]>C1(C)C=CC=CC=1>[CH:12]([NH:8][CH2:7][CH2:6][C:5]1[CH:9]=[CH:10][CH:11]=[C:3]([O:2][CH3:1])[CH:4]=1)=[O:13]. Reported procedure: A solution of 25 Kg of 3-methoxyphenethylamine, 9 Kg of toluene and 23 Kg of ethyl formate was heated to reflux (62°-76° C.) for 6 hours. The volatile components were removed under vacuum, the residue treated with a further 9 Kg of toluene and the solvent removed under vacuum, leaving 29.6 Kg of N-formyl-3-methoxy-phenethylamine as a pale yellow oil. The reactants are C(#N)[BH3-].[Na+] (Sodium cyanoborohydride), CC(CC=O)C (3-methylbutanal), Cl.O[C@@H]1[C@H](C[C@@H]2CC[C@H]3[C@@H]4CC[C@@H]([C@@]4(C)C[C@H]([C@@H]3[C@]2(C1)C)NCCC(C)C)C(=O)O)O (2β,3α-Dihydroxy-11α-(3-methylbutylamino)-5α-androstane-17β-carboxylic acid hydrochloride). The solvent is C(C)O (ethanol), C(=O)(O)[O-].[Na+] (NaHCO3), C(C)(=O)OCC (ethyl acetate). Conditions: time 18 hour. The product is O[C@@H]1[C@H](C[C@@H]2CC[C@H]3[C@@H]4CC[C@@H]([C@@]4(C)C[C@H]([C@@H]3[C@]2(C1)C)NCCC(C)C)C(=O)OC)O (Methyl 2β,3α-dihydroxy-11α-(3-methylbutylamino)-5α-androstane-17β-carboxylate). The yield is 29.7%. Reaction SMILES: [C:1]([BH3-])#N.[Na+].CC(C)CC=O.Cl.[OH:12][C@H:13]1[CH2:30][C@@:29]2([CH3:31])[C@@H:16]([CH2:17][CH2:18][C@@H:19]3[C@@H:28]2[C@H:27]([NH:32][CH2:33][CH2:34][CH:35]([CH3:37])[CH3:36])[CH2:26][C@@:24]2([CH3:25])[C@H:20]3[CH2:21][CH2:22][C@@H:23]2[C:38]([OH:40])=[O:39])[CH2:15][C@@H:14]1[OH:41]>C(O)C.C([O-])(O)=O.[Na+].C(OCC)(=O)C>[OH:12][C@H:13]1[CH2:30][C@@:29]2([CH3:31])[C@@H:16]([CH2:17][CH2:18][C@@H:19]3[C@@H:28]2[C@H:27]([NH:32][CH2:33][CH2:34][CH:35]([CH3:37])[CH3:36])[CH2:26][C@@:24]2([CH3:25])[C@H:20]3[CH2:21][CH2:22][C@@H:23]2[C:38]([O:40][CH3:1])=[O:39])[CH2:15][C@@H:14]1[OH:41] |f:0.1,3.4,6.7|. Reported procedure: Sodium cyanoborohydride (2.0 g) and 3-methylbutanal (2.8 ml) were added to a solution of Intermediate 2 (2.0 g) in ethanol (30 ml) and the mixture stirred for 18 h. The mixture was diluted with NaHCO3 solution and extracted with ethyl acetate (3×). The extract was washed with water (1×), dried and evaporated to give a foam. This was dissolved in ethyl acetate and extracted with dilute hydrochloric acid (3×) and water (1×). These aqueous extracts were brought to pH 10 by the addition of 0.88 NH3 ... The reactants are C1CCOC1, [CH2]C, CCOC(C)=O, Cl, N#Cc1ccc(F)cc1. Yields the product CCOC(=O)CC(=O)c1ccc(F)cc1. Reaction SMILES: [CH2:19]1[CH2:22][CH2:21][CH2:20][O:23]1.[CH2:1][CH3:2].[CH3:13][CH2:14][O:15][C:16]([CH3:17])=[O:18].[ClH:12].[F:3][c:4]1[cH:5][cH:6][c:7]([C:8]#[N:9])[cH:10][cH:11]1>>[F:3][c:4]1[cH:5][cH:6][c:7]([C:8]([CH2:17][C:16]([O:15][CH2:14][CH3:13])=[O:18])=[O:23])[cH:10][cH:11]1.